From a dataset of the Open Reaction Database (ORD), a public repository of structured organic reaction records. describe an organic reaction: reactants, conditions, products, and yield Reactants: [Li].C[Cu]C (dimethyl copper lithium), resultant solution, [Cl-].[NH4+] (ammonium chloride), C1[C@@H]2C=CC(=O)[C@H](O1)O2 (levoglucosenone), C[Li] (methyl lithium). The reagents and catalysts are [Cu](I)I (copper iodide). Solvent: CCOCC (ether). Reaction conditions: temperature -20 celsius. The product is C[C@H]1CC([C@H]2O[C@@H]1CO2)=O (1,6-anhydro-3,4-dideoxy-4-C-methyl-β-D-erythrohexopyranose-2-ulose). Isolated yield 84.2%. Reaction SMILES: [Li].C[Cu]C.[CH3:5][Li].[CH2:7]1[O:14][C@@H:13]2[O:15][C@H:8]1[CH:9]=[CH:10][C:11]2=[O:12].[Cl-].[NH4+]>[Cu](I)I.CCOCC>[CH3:5][C@@H:9]1[C@H:8]2[CH2:7][O:14][C@H:13]([O:15]2)[C:11](=[O:12])[CH2:10]1 |f:0.1,4.5,^1:0|. Procedure: To dimethyl copper lithium solution prepared by adding 66.6 g of copper iodide (350 mmol) to 500 ml of methyl lithium (1.4 N, 700 mmol) according to a general method, 50 ml of anhydrous ether solution in which 44.1 g of levoglucosenone (350 mmol) is dissolved were added dropwise at -60° C. Thereafter, the resultant solution was stirred at -60° C. for thirty minutes, and then its reaction temperature was raised to -20° C. Next, the reacted solution was poured into saturated ammonium chloride aque... Reactants: O (water), C(=O)(O)[O-].[Na+] (NaHCO3), BrC=1C2=C(SC1\C(\C)=N\S(=O)C(C)(C)C)C=CC=C2 ((E)-N-(1-(3-bromobenzo[b]thiophen-2-yl)ethylidene)-2-methylpropane-2-sulfinamide), [BH4-].[Na+] (sodium borohydride). Run in CCCCCC (hexane), C1CCOC1 (THF), CCOC(=O)C (EtOAc). Conditions: time 30 minute. Yields the product BrC=1C2=C(SC1C(C)NS(=O)C(C)(C)C)C=CC=C2 (N-(1-(3-bromobenzo[b]thiophen-2-yl)ethyl)-2-methylpropane-2-sulfinamide). As a reaction SMILES: [Br:1][C:2]1[C:3]2[CH:19]=[CH:18][CH:17]=[CH:16][C:4]=2[S:5][C:6]=1/[C:7](=[N:9]/[S:10]([C:12]([CH3:15])([CH3:14])[CH3:13])=[O:11])/[CH3:8].O.[BH4-].[Na+].C([O-])(O)=O.[Na+]>C1COCC1.CCOC(C)=O.CCCCCC>[Br:1][C:2]1[C:3]2[CH:19]=[CH:18][CH:17]=[CH:16][C:4]=2[S:5][C:6]=1[CH:7]([NH:9][S:10]([C:12]([CH3:14])([CH3:15])[CH3:13])=[O:11])[CH3:8] |f:2.3,4.5|. Procedure details: To a solution of (E)-N-(1-(3-bromobenzo[b]thiophen-2-yl)ethylidene)-2-methylpropane-2-sulfinamide (1.35 g, 3.77 mmol) dissolved in THF (30 mL) and water (0.612 mL) cooled by a water-ice bath was added sodium borohydride (0.265 mL, 7.54 mmol) all in one portion. The reaction was stirred at low temperature for 30 min, and judged complete. To the reaction solution was added satd. aq. NaHCO3 and the resulting mixture stirred vigorously until gas evolution ceased. The aqueous layer was extracted with...